This data is from the Open Reaction Database (ORD), a public repository of structured organic reaction records. The task is: describe an organic reaction: reactants, conditions, products, and yield The reactants are N1=CC=CC=C1 (pyridine), C(C)(C)(C)[Mg]Cl (tertiary-butyl-magnesium chloride), C1(=CC=CC=C1)P(C1=CC=CC=C1)C1=CC=CC=C1 (triphenylphosphine), ClC1=C(C=CC=C1)C (2-chlorotoluene). Reagents/catalysts: [Ni](Br)Br (nickel(II) bromide). Run in O1CCCC1 (tetrahydrofuran). Conditions: time 5 minute. Product: CC1=C(C=CC=C1)C1=C(C=CC=C1)C (2,2'-Dimethyl-1,1'-biphenyl). Reaction SMILES: N1[CH:6]=[CH:5][CH:4]=[CH:3][CH:2]=1.[C:7]1(P(C2C=CC=CC=2)C2C=CC=CC=2)C=CC=C[CH:8]=1.Cl[C:27]1[CH:32]=[CH:31][CH:30]=[CH:29][C:28]=1[CH3:33].C([Mg]Cl)(C)(C)C>[Ni](Br)Br.O1CCCC1>[CH3:2][C:3]1[CH:8]=[CH:7][CH:6]=[CH:5][C:4]=1[C:27]1[CH:32]=[CH:31][CH:30]=[CH:29][C:28]=1[CH3:33]. Procedure: To a nitrogen purged three-neck 100 mL flask was added nickel(II) bromide (0.22 grams, 1 mmole), polyvinyl pyridine (0.63 grams of Reillex® 402 obtained from Reilly Tar and Chemical Company, Indianapolis, IN), triphenylphosphine (2.62 grams, 10 mmole), 2-chlorotoluene (2.53 grams 20 mmole) and tetrahydrofuran (20 mL). The mixture was stirred at room temperature for 5 minutes and then tertiary-butyl-magnesium chloride (12 mL of 2.0 Molar solution in THF, 24 mmole) was added dropwise over a 10 min...